From a dataset of the Open Reaction Database (ORD), a public repository of structured organic reaction records. describe an organic reaction: reactants, conditions, products, and yield Starting materials: BrC(=CC=1C=NC=CC1OC)Br (3-(2,2-dibromo-vinyl)-4-methoxy-pyridine), [Li]CCCC (nBuLi), CCCCC (pentane), [NH4+].[Cl-] (NH4Cl). The solvent is C1CCOC1 (THF), O (water). Product: COC1=C(C=NC=C1)C#C (4-methoxy-3-ethynyl-pyridine). As a reaction SMILES: Br[C:2](Br)=[CH:3][C:4]1[CH:5]=[N:6][CH:7]=[CH:8][C:9]=1[O:10][CH3:11].[Li]CCCC.CCCCC.[NH4+].[Cl-]>O.C1COCC1>[CH3:11][O:10][C:9]1[CH:8]=[CH:7][N:6]=[CH:5][C:4]=1[C:3]#[CH:2] |f:3.4|. Procedure details: A flask is charged with 3-(2,2-dibromo-vinyl)-4-methoxy-pyridine (3.7 g, 12.63 mmol) and THF (100 mL), and 1.6 M nBuLi in pentane (17.4 mL, 27.79 mmol) is added dropwise at −78° C. The mixture is stirred at −78° C. for 1 h before addition of saturated aqueous NH4Cl (0.5 mL). The mixture is warmed to room temperature and poured into water (100 mL). The mixture is extracted with ethyl acetate and the combined organic phase is dried over Na2SO4. Concentration followed by silica gel flash chromatogr...